describe an organic reaction: reactants, conditions, products, and yield From a dataset of the Open Reaction Database (ORD), a public repository of structured organic reaction records. Product: C(C)C=1C=C2C=C(N=NC2=CC1)C(=O)OC1=CC=CC=C1 (phenyl 6-ethylcinnolin-3-yl carboxylate). Procedure: A mixture of 6-ethylcinnolin-3-yl carboxylic acid (0.606 g.) and thionyl chloride (30 ml.) was heated under reflux on a steam bath for 20 minutes. The resulting solution was evaporated under reduced pressure to give a yellow crystalline solid, to which was added a solution of phenol (1.13 g.) in dry tetrahydrofuran (20 ml.). The mixture was heated under reflux on a steam bath for 2 hours. The resulting solution was evaporated and the residue was washed by decantation with ether (2× 50 ml.). The ... The reactants are C(C)C=1C=C2C=C(N=NC2=CC1)C(=O)O (6-ethylcinnolin-3-yl carboxylic acid), S(=O)(Cl)Cl (thionyl chloride), C1(=CC=CC=C1)O (phenol). RXN SMILES: [CH2:1]([C:3]1[CH:4]=[C:5]2[C:10](=[CH:11][CH:12]=1)[N:9]=[N:8][C:7]([C:13]([OH:15])=[O:14])=[CH:6]2)[CH3:2].S(Cl)(Cl)=O.[C:20]1(O)[CH:25]=[CH:24][CH:23]=[CH:22][CH:21]=1>O1CCCC1>[CH2:1]([C:3]1[CH:4]=[C:5]2[C:10](=[CH:11][CH:12]=1)[N:9]=[N:8][C:7]([C:13]([O:15][C:20]1[CH:25]=[CH:24][CH:23]=[CH:22][CH:21]=1)=[O:14])=[CH:6]2)[CH3:2]. The solvent is O1CCCC1 (tetrahydrofuran). Reactants: NC(=O)N (urea), Co(OAc), C(C)(=O)O (acetic acid), C=O (formalin), C=O (formalin), CO H2, NCC(=O)O (glycine). Reaction SMILES: NC(N)=O.C=O.[NH2:7][CH2:8][C:9]([OH:11])=[O:10].[C:12]([OH:15])(=[O:14])[CH3:13]>>[NH:7]([CH2:13][C:12]([OH:15])=[O:14])[CH2:8][C:9]([OH:11])=[O:10]. Reported procedure: A 2 L autoclave was charged with urea (V) (60 g, 1.0 mole), Co(OAc) 2.4H2O (66 g, 0.26 mole), and acetic acid (1 L). After sealing the autoclave, 2200 psi (15,172 kPa) of CO:H2 (70:30) was established at 25° C. with stirring at 2000 rpm. The contents of the autoclave were heated to 130° C. and 3200 psi (22,069 kPa) CO:H2 (70:30) was established. After approximately one hour, rapid gas uptake was observed. The reaction mass was cooled to 85° C. and the feed gas was changed to a CO:H2 (90:10) comp... Yield: 13.0%. Conditions: temperature 130 celsius, time 1 hour. Yields the product N(CC(=O)O)CC(=O)O (iminodiacetic acid). Yield: 40.3%. Solvent: C(C)N(CC)CC (triethylamine), C(C)O (ethanol). Starting materials: ClC=1C=NC(NC1)=O (5-chloropyrimidin-2-one), C1(=CC=CC=C1)C(=O)C(C1=CC=CC=C1)Cl (desyl chloride). Yields the product ClC=1C=NC(N(C1)C(C(C1=CC=CC=C1)=O)C1=CC=CC=C1)=O (5-Chloro-1-desylpyrimidin-2-one). Procedure details: A solution of 5-chloropyrimidin-2-one (406 mg) and desyl chloride (2-chloro-2-phenyl acetophenone) (692 mg) in triethylamine (1 ml) and ethanol (20 ml) was stirred at ambient temperature for one hour, then heated at reflux for 11/2 hours. After evaporation of solvents, the residue was dissolved in ethyl acetate (150 ml). The solution was washed with water (100 ml), dried (MgSO4) and evaporated to a foam which was crystallised from ethyl acetate to give the title pyrimidinone (393 mg,); m.p. 145°... As a reaction SMILES: [Cl:1][C:2]1[CH:3]=[N:4][C:5](=[O:8])[NH:6][CH:7]=1.[C:9]1([C:15]([CH:17](Cl)[C:18]2[CH:23]=[CH:22][CH:21]=[CH:20][CH:19]=2)=[O:16])[CH:14]=[CH:13][CH:12]=[CH:11][CH:10]=1>C(N(CC)CC)C.C(O)C>[Cl:1][C:2]1[CH:3]=[N:4][C:5](=[O:8])[N:6]([CH:17]([C:18]2[CH:23]=[CH:22][CH:21]=[CH:20][CH:19]=2)[C:15](=[O:16])[C:9]2[CH:14]=[CH:13][CH:12]=[CH:11][CH:10]=2)[CH:7]=1. The reactants are CO, ClCCl, Cl, N#CCC(N)C(=O)O, [Na+], [OH-], O=C(Cl)c1ccc2ccccc2c1. Yields the product N#CCC(NC(=O)c1ccc2ccccc2c1)C(=O)O. As a reaction SMILES: [CH3:23][OH:24].[Cl:27][CH2:28][Cl:29].[ClH:22].[NH2:1][CH:2]([CH2:3][C:4]#[N:5])[C:6]([OH:7])=[O:8].[Na+:26].[OH-:25].[cH:9]1[c:10]([C:19](=[O:20])[Cl:21])[cH:11][cH:12][c:13]2[cH:14][cH:15][cH:16][cH:17][c:18]12>>[NH:1]([CH:2]([CH2:3][C:4]#[N:5])[C:6]([OH:7])=[O:8])[C:19]([c:10]1[cH:9][c:18]2[c:13]([cH:12][cH:11]1)[cH:14][cH:15][cH:16][cH:17]2)=[O:20]. Starting materials: ClC=1C=CC(=C(C1)C1=C(C=NN1COCC[Si](C)(C)C)NC(=O)C=1C=NN2C1N=C(C=C2)N)OC(F)F (5-amino-pyrazolo[1,5-a]pyrimidine-3-carboxylic acid [5-(5-chloro-2-difluoromethoxy-phenyl)-1-(2-trimethylsilanyl-ethoxymethyl)-1H-pyrazol-4-yl]-amide), Cl (HCl). Solvent: CO (methanol). Conditions: temperature 80 celsius. Product: ClC=1C=CC(=C(C1)C1=NNC=C1NC(=O)C=1C=NN2C1N=C(C=C2)N)OC(F)F (5-amino-pyrazolo[1,5-a]pyrimidine-3-carboxylic acid [3-(5-chloro-2-difluoromethoxy-phenyl)-1H-pyrazol-4-yl]-amide). Isolated yield 68.7%. As a reaction SMILES: [Cl:1][C:2]1[CH:3]=[CH:4][C:5]([O:34][CH:35]([F:37])[F:36])=[C:6]([C:8]2[N:12](COCC[Si](C)(C)C)[N:11]=[CH:10][C:9]=2[NH:21][C:22]([C:24]2[CH:25]=[N:26][N:27]3[CH:32]=[CH:31][C:30]([NH2:33])=[N:29][C:28]=23)=[O:23])[CH:7]=1.Cl>CO>[Cl:1][C:2]1[CH:3]=[CH:4][C:5]([O:34][CH:35]([F:37])[F:36])=[C:6]([C:8]2[C:9]([NH:21][C:22]([C:24]3[CH:25]=[N:26][N:27]4[CH:32]=[CH:31][C:30]([NH2:33])=[N:29][C:28]=34)=[O:23])=[CH:10][NH:11][N:12]=2)[CH:7]=1. Procedure details: A suspension of 5-amino-pyrazolo[1,5-a]pyrimidine-3-carboxylic acid [5-(5-chloro-2-difluoromethoxy-phenyl)-1-(2-trimethylsilanyl-ethoxymethyl)-1H-pyrazol-4-yl]-amide (720 mg, 1.31 mmol) in methanol (20 mL) was treated with concentrated aqueous HCl (3 mL) and the mixture heated at 80° C. for 1 hour. The solvent was evaporated and the residue azeotroped with methanol (×3). The resultant solid was triturated with ethyl acetate, collected by filtration, washed with ethyl acetate and diethyl ether an... The reactants are C1(=CC=CC=C1)C=1SC(C(N1)=CCC1N(C2=CC=CC(=C2C(C1)=O)O)C(C)=O)=O (2-phenyl-4-[2-(1-acetyl-4-oxo-5-hydroxy-1,2,3,4-tetrahydro-2-quinolyl)-ethylidene]-2-thiazolin-5-one), acetonedicarboxylic acid monomethyl ester, Br.C(C)(=O)O (HBr acetic acid), [Cl-] (chloride), C(C)(=O)N1C(CC(C2=C(C=CC=C12)O)=O)CC=O (1-acetyl-4-oxo-5-hydroxy-1,2,3,4-tetrahydro-quinoline-2-acetaldehyde), C1(=CC=CC=C1)C=1SC(CN1)=O (2-phenyl-2-thiazolin-5-one). Run in N1=CC=CC=C1 (pyridine). Yields the product C(C1=CC=CC=C1)(=S)NC1C(=C(C(C2C(C3C(C4=C(C=CC=C4N(C3CC12)C(C)=O)O)=O)O)=O)C(=O)N)O (4-thiobenzamido-1,4,4a,5,5a,6,11,12-octahydro-3,10,12-trihydroxy-6-acetyl-1,11-dioxo-6-aza-naphthacene-2-carboxamide). RXN SMILES: Br.C(O)(=[O:4])C.[Cl-].C([N:10]1C2[C:14](=[C:15]([OH:20])C=CC=2)[C:13](=[O:21])[CH2:12][CH:11]1CC=O)(=O)C.C1(C2SC(=O)CN=2)C=CC=CC=1.[C:37]1([C:43]2[S:44][C:45](=[O:65])[C:46](=[CH:48][CH2:49][CH:50]3[CH2:59][C:58](=[O:60])[C:57]4[C:52](=[CH:53][CH:54]=[CH:55][C:56]=4[OH:61])[N:51]3[C:62](=[O:64])[CH3:63])[N:47]=2)[CH:42]=[CH:41][CH:40]=[CH:39][CH:38]=1>N1C=CC=CC=1>[C:43]([NH:47][CH:46]1[CH:48]2[CH:14]([CH:15]([OH:20])[CH:59]3[CH:50]([CH2:49]2)[N:51]([C:62](=[O:64])[CH3:63])[C:52]2[C:57](=[C:56]([OH:61])[CH:55]=[CH:54][CH:53]=2)[C:58]3=[O:60])[C:13](=[O:21])[C:12]([C:11]([NH2:10])=[O:4])=[C:45]1[OH:65])(=[S:44])[C:37]1[CH:42]=[CH:41][CH:40]=[CH:39][CH:38]=1 |f:0.1|. Procedure: The starting material can be obtained by hydrogenation of 4-oxo-5-methoxy-1,4-dihydro-quinoline-2-acetic acid methyl ester to give 4-oxo-5-methoxy-1,2,3,4-tetrahydroquinoline-2-acetic acid methyl ester, saponification to give the free acid, acetylation to give 1-acetyl-4-oxo-5-methoxy-1,2,3,4-tetrahydro-quinoline-2-acetic acid, ether splitting by means of HBr/acetic acid, reaction into the chloride, Rosenmund reduction to give 1-acetyl-4-oxo-5-hydroxy-1,2,3,4-tetrahydro-quinoline-2-acetaldehyde,... Reactants: BrC1=CC(=C(C=C1)NC(OC(C)(C)C)=O)[N+](=O)[O-] (tert-butyl (4-bromo-2-nitrophenyl)carbamate), S1C(=CC=C1)B(O)O (thiophen-2-ylboronic acid), C([O-])([O-])=O.[K+].[K+] (potassium carbonate), C1(=C(C=CC=C1)P(C1=C(C=CC=C1)C)C1=C(C=CC=C1)C)C (tri-tolylphosphine). Reagents/catalysts: C=1C=CC(=CC1)[P](C=2C=CC=CC2)(C=3C=CC=CC3)[Pd]([P](C=4C=CC=CC4)(C=5C=CC=CC5)C=6C=CC=CC6)([P](C=7C=CC=CC7)(C=8C=CC=CC8)C=9C=CC=CC9)[P](C=1C=CC=CC1)(C=1C=CC=CC1)C=1C=CC=CC1 (tetrakis(triphenylphosphine)palladium(0)). Run in COCCOC.O (DME H2O). Conditions: temperature 90 celsius. Yields the product [N+](=O)([O-])C1=C(C=CC(=C1)C=1SC=CC1)NC(OC(C)(C)C)=O (tert-butyl (2-nitro-4-(thiophen-2-yl)phenyl)carbamate). Isolated yield 72.9%. As a reaction SMILES: Br[C:2]1[CH:7]=[CH:6][C:5]([NH:8][C:9](=[O:15])[O:10][C:11]([CH3:14])([CH3:13])[CH3:12])=[C:4]([N+:16]([O-:18])=[O:17])[CH:3]=1.[S:19]1[CH:23]=[CH:22][CH:21]=[C:20]1B(O)O.C(=O)([O-])[O-].[K+].[K+].C1(C)C=CC=CC=1P(C1C=CC=CC=1C)C1C=CC=CC=1C>COCCOC.O.C1C=CC([P]([Pd]([P](C2C=CC=CC=2)(C2C=CC=CC=2)C2C=CC=CC=2)([P](C2C=CC=CC=2)(C2C=CC=CC=2)C2C=CC=CC=2)[P](C2C=CC=CC=2)(C2C=CC=CC=2)C2C=CC=CC=2)(C2C=CC=CC=2)C2C=CC=CC=2)=CC=1>[N+:16]([C:4]1[CH:3]=[C:2]([C:20]2[S:19][CH:23]=[CH:22][CH:21]=2)[CH:7]=[CH:6][C:5]=1[NH:8][C:9](=[O:15])[O:10][C:11]([CH3:14])([CH3:13])[CH3:12])([O-:18])=[O:17] |f:2.3.4,6.7,^1:65,67,86,105|. Reported procedure: A mixture of tert-butyl (4-bromo-2-nitrophenyl)carbamate (6.0 g, 18.92 mmol, 1.0 eq.), thiophen-2-ylboronic acid (3.2 g, 24.6 mmol, 1.3 eq.), potassium carbonate (7.84 g, 56.8 mmol, 3.0 eq.) and tetrakis(triphenylphosphine)palladium(0) (1.53 g, 1.32 mmol, 0.07 eq.), tri-tolylphosphine in DME/H2O (105 mL) was first degassed then heated to 90° C. for 20 h. The reaction was then filtered through Celite. The product was extracted with ethyl acetate. The combined organic layers were washed with water... Reactants: ClCCl, O=C(O)C(=NOC1CCCC1)c1ccc(Cl)c(Cl)c1, CCN(C(C)C)C(C)C, Nc1nc2ccccc2s1. The product is O=C(Nc1nc2ccccc2s1)C(=NOC1CCCC1)c1ccc(Cl)c(Cl)c1. Reaction SMILES: [CH2:39]([Cl:40])[Cl:41].[CH:1]1([O:6][N:7]=[C:8]([C:9](=[O:10])[OH:11])[c:12]2[cH:13][c:14]([Cl:19])[c:15]([Cl:18])[cH:16][cH:17]2)[CH2:2][CH2:3][CH2:4][CH2:5]1.[CH:30]([N:31]([CH2:32][CH3:33])[CH:34]([CH3:35])[CH3:36])([CH3:37])[CH3:38].[NH2:20][c:21]1[s:22][c:23]2[c:24]([n:25]1)[cH:26][cH:27][cH:28][cH:29]2>>[CH:1]1([O:6][N:7]=[C:8]([C:9](=[O:11])[NH:20][c:21]2[s:22][c:23]3[c:24]([n:25]2)[cH:26][cH:27][cH:28][cH:29]3)[c:12]2[cH:13][c:14]([Cl:19])[c:15]([Cl:18])[cH:16][cH:17]2)[CH2:2][CH2:3][CH2:4][CH2:5]1. Yields the product CCCCN1N=C(c2ccc(Cl)cc2)C(OC)NC1=O. Starting materials: CCCCN1N=C(c2ccc(Cl)cc2)CNC1=O, CCOC(C)=O, N#CC1=C(C#N)C(=O)C(Cl)=C(Cl)C1=O. As a reaction SMILES: [CH2:1]([CH2:2][CH2:3][CH3:4])[N:5]1[N:6]=[C:7]([c:12]2[cH:13][cH:14][c:15]([Cl:18])[cH:16][cH:17]2)[CH2:8][NH:9][C:10]1=[O:11].[CH3:33][CH2:34][O:35][C:36](=[O:37])[CH3:38].[Cl:19][C:20]1=[C:31]([Cl:32])[C:24](=[O:27])[C:28]([C:29]#[N:30])=[C:23]([C:25]#[N:26])[C:21]1=[O:22]>>[CH2:1]([CH2:2][CH2:3][CH3:4])[N:5]1[N:6]=[C:7]([c:12]2[cH:13][cH:14][c:15]([Cl:18])[cH:16][cH:17]2)[CH:8]([O:27][CH3:24])[NH:9][C:10]1=[O:11].